From a dataset of the Open Reaction Database (ORD), a public repository of structured organic reaction records. describe an organic reaction: reactants, conditions, products, and yield Starting materials: C(#C)C=1C=NC=C2C=CC=NC12 (8-ethynyl-1,6-naphthyridine), CN(C)CC=1N(C=CN1)C=1C=C(C=C(C1)C(F)(F)F)NC(C1=CC(=C(C=C1)C)I)=O (N-(3-(2-((dimethylamino)methyl)-1H-imidazol-1-yl)-5-(trifluoromethyl)phenyl)-3-iodo-4-methylbenzamide). Yields the product CN(C)CC=1N(C=CN1)C=1C=C(C=C(C1)C(F)(F)F)NC(C1=CC(=C(C=C1)C)C#CC=1C=NC=C2C=CC=NC12)=O (N-[3-{2-[(dimethylamino)methyl]-1H-imidazol-1-yl}-5-(trifluoromethyl)phenyl]-4-methyl-3-(1,6-naphthyridin-8-ylethynyl)benzamide). Reaction SMILES: [C:1]([C:3]1[CH:4]=[N:5][CH:6]=[C:7]2[C:12]=1[N:11]=[CH:10][CH:9]=[CH:8]2)#[CH:2].[CH3:13][N:14]([CH2:16][C:17]1[N:18]([C:22]2[CH:23]=[C:24]([NH:32][C:33](=[O:42])[C:34]3[CH:39]=[CH:38][C:37]([CH3:40])=[C:36](I)[CH:35]=3)[CH:25]=[C:26]([C:28]([F:31])([F:30])[F:29])[CH:27]=2)[CH:19]=[CH:20][N:21]=1)[CH3:15]>>[CH3:15][N:14]([CH2:16][C:17]1[N:18]([C:22]2[CH:23]=[C:24]([NH:32][C:33](=[O:42])[C:34]3[CH:35]=[CH:36][C:37]([CH3:40])=[C:38]([C:2]#[C:1][C:3]4[CH:4]=[N:5][CH:6]=[C:7]5[C:12]=4[N:11]=[CH:10][CH:9]=[CH:8]5)[CH:39]=3)[CH:25]=[C:26]([C:28]([F:29])([F:30])[F:31])[CH:27]=2)[CH:19]=[CH:20][N:21]=1)[CH3:13]. Procedure: The title compound can be synthesized from 8-ethynyl-1,6-naphthyridine and N-(3-(2-((dimethylamino)methyl)-1H-imidazol-1-yl)-5-(trifluoromethyl)phenyl)-3-iodo-4-methylbenzamide in a manner similar to that described for Example 1. 8-ethynyl-1,6-naphthyridine is prepared from 8-bromo-1,6-naphthyridine and ethynyltrimethylsilane according to the 2 steps procedure described in Example 1. Reactants: C=CCCCCCC(=O)O, [Li]C, [LiH]. Yields the product C=CCCCCCC(C)=O. As a reaction SMILES: [C:2]([CH2:3][CH2:4][CH2:5][CH2:6][CH2:7][CH:8]=[CH2:9])(=[O:10])[OH:11].[Li:12][CH3:13].[LiH:1]>>[C:2]([CH2:3][CH2:4][CH2:5][CH2:6][CH2:7][CH:8]=[CH2:9])(=[O:11])[CH3:13]. Reactants: C(C)(=O)OC1=C(C=C(C=C1)CC(=O)O)OC ((4-acetoxy-3-methoxyphenyl)acetic acid), P(=O)(OCC)(OCC)Cl (diethyl chlorophosphate), CN(CCN[C@@H]1CC[C@H](CC1)C)C (N-(2-dimethylaminoethyl)-trans-4-methylcyclohexylamine), C([O-])([O-])=O.[K+].[K+] (potassium carbonate), C(CC1=CC(OC)=C(O)C=C1)(=O)O (homovanillic acid). Reagents/catalysts: CN(C1=CC=NC=C1)C (4-dimethylaminopyridine). Solvent: CO (methanol), C(Cl)Cl (methylene chloride), C(C)N(CC)CC (triethylamine). Yields the product CN(CCN(C(CC1=CC(=C(C=C1)O)OC)=O)[C@@H]1CC[C@H](CC1)C)C (N-(2-dimethylaminoethyl)-N-(trans-4-methylcyclohexyl)-2-(4-hydroxy-3-methoxyphenyl)acetamide). Reaction SMILES: C([O:4][C:5]1[CH:10]=[CH:9][C:8]([CH2:11][C:12]([OH:14])=O)=[CH:7][C:6]=1[O:15][CH3:16])(=O)C.C(O)(=O)CC1C=CC(O)=C(OC)C=1.P(Cl)(OCC)(OCC)=O.[CH3:39][N:40]([CH3:51])[CH2:41][CH2:42][NH:43][C@H:44]1[CH2:49][CH2:48][C@H:47]([CH3:50])[CH2:46][CH2:45]1.C(=O)([O-])[O-].[K+].[K+]>CN(C)C1C=CN=CC=1.CO.C(Cl)Cl.C(N(CC)CC)C>[CH3:39][N:40]([CH3:51])[CH2:41][CH2:42][N:43]([C@H:44]1[CH2:45][CH2:46][C@H:47]([CH3:50])[CH2:48][CH2:49]1)[C:12](=[O:14])[CH2:11][C:8]1[CH:9]=[CH:10][C:5]([OH:4])=[C:6]([O:15][CH3:16])[CH:7]=1 |f:4.5.6|. Procedure details: Using 2.3 g of (4-acetoxy-3-methoxyphenyl)acetic acid derived from homovanillic acid by the acetylation thereof, 2.8 ml of diethyl chlorophosphate, 2.7 ml of triethylamine, 100 ml of methylene chloride, 3 ml of N-(2-dimethylaminoethyl)-trans-4-methylcyclohexylamine (Example 78), 0.5 g of 4-dimethylaminopyridine, 100 ml of methanol, and 3 g of potassium carbonate, a reaction similar to that conducted in Example 75 was carried out. As a result, 1.44 g of N-(2-dimethylaminoethyl)-N-(trans-4-methylc... RXN SMILES: [C:14]([c:15]1[nH:16][cH:17][cH:18][n:19]1)([c:20]1[nH:21][cH:22][cH:23][n:24]1)=[O:25].[C:26]12([CH2:36][NH2:37])[CH2:27][CH:28]3[CH2:29][CH:30]([CH2:31][CH:32]([CH2:33]1)[CH2:34]3)[CH2:35]2.[CH3:38][N:39]([CH3:40])[CH:41]=[O:42].[Cl:1][c:2]1[c:3]([C:4](=[O:5])[OH:6])[cH:7][c:8]([N+:11](=[O:12])[O-:13])[cH:9][cH:10]1>>[Cl:1][c:2]1[c:3]([C:4](=[O:6])[NH:37][CH2:36][C:26]23[CH2:27][CH:28]4[CH2:29][CH:30]([CH2:31][CH:32]([CH2:33]2)[CH2:34]4)[CH2:35]3)[cH:7][c:8]([N+:11](=[O:12])[O-:13])[cH:9][cH:10]1. Reactants: O=C(c1ncc[nH]1)c1ncc[nH]1, NCC12CC3CC(CC(C3)C1)C2, CN(C)C=O, O=C(O)c1cc([N+](=O)[O-])ccc1Cl. Product: O=C(NCC12CC3CC(CC(C3)C1)C2)c1cc([N+](=O)[O-])ccc1Cl. Reactants: CC=1C(N=CC1C)=O (3,4-dimethyl-2-pyrrolone), C1(=CC=CC=C1)CCN=C=O (2-phenylethyl-isocyanate), 3,4-dimethyl-2-oxo-pyrroline 1-(N-2-phenylethyl)-carboxamide, sulfonamide, S(=O)(=O)(O)Cl (sulfochloride), ClS(=O)(=O)O (chlorosulfonic acid), sulfonamide, C1(CCCCC1)N=C=O (cyclohexyl isocyanate), N (ammonia), S(=O)(=O)(O)Cl (sulfochloride). The product is CC=1C(N(CC1C)C(=O)NCCC1=CC=C(C=C1)S(=O)(=O)NC(=O)NC1CCCCC1)=O (N-(4-[2-(3,4-dimethyl-2-oxo-3-pyrroline-1-carboxamido)-ethyl]-benzenesulfonyl)-N'-cyclohexyl urea). RXN SMILES: [CH3:1][C:2]1[C:3](=[O:8])[N:4]=[CH:5][C:6]=1[CH3:7].[C:9]1([CH2:15][CH2:16][N:17]=[C:18]=[O:19])[CH:14]=[CH:13][CH:12]=[CH:11][CH:10]=1.Cl[S:21]([OH:24])(=O)=[O:22].[NH3:25].[CH:26]1([N:32]=[C:33]=[O:34])[CH2:31][CH2:30][CH2:29][CH2:28][CH2:27]1>>[CH3:1][C:2]1[C:3](=[O:8])[N:4]([C:18]([NH:17][CH2:16][CH2:15][C:9]2[CH:14]=[CH:13][C:12]([S:21]([NH:25][C:33]([NH:32][CH:26]3[CH2:31][CH2:30][CH2:29][CH2:28][CH2:27]3)=[O:34])(=[O:24])=[O:22])=[CH:11][CH:10]=2)=[O:19])[CH2:5][C:6]=1[CH3:7]. Reported procedure: According to Example 2, there is prepared from 3,4-dimethyl-2-pyrrolone and 2-phenylethyl-isocyanate and 3,4-dimethyl-2-oxo-pyrroline-1-(N-2-phenylethyl)-carboxamide; m.p. 132°-134° C., then with chlorosulfonic acid the sulfochloride, m.p. 189°-190° C., subsequently from the sulfochloride with ammonia the sulfonamide, m.p. 232°-234° C., and the cyclohexyl isocyanate from the sulfonamide the Starting materials: ClCl (chlorine), C26H27ClN4O4, CC=1C=C(C(=O)O)C=CC1C(=O)N1CCCC1 (3-methyl-4-(pyrrolidin-1-ylcarbonyl)benzoic acid), CN(C)C(=[N+](C)C)ON1C2=C(C=CC=C2)N=N1.[B-](F)(F)(F)F (TBTU), C(C)(C)N(CC)C(C)C (diisopropylethylamine), C(C=C)OC(=O)C[C@@H](C1=NC2=C(N1)C=CC(=C2)Cl)N ((1S)-2-allyloxycarbonyl-1-(5-chloro-1H-benzimidazol-2-yl)ethylamine). Run in ClCCl.C(C)O (dichloromethane ethanol), O1CCCC1 (tetrahydrofuran). Procedure details: Prepared analogously to Example 1g from 3-methyl-4-(pyrrolidin-1-ylcarbonyl)benzoic acid, TBTU, diisopropylethylamine and (1S)-2-allyloxycarbonyl-1-(5-chloro-1H-benzimidazol-2-yl)ethylamine in tetrahydrofuran. Yield: %; Rf value: 0.43 (silica gel: dichloromethane/ethanol=9:1); C26H27ClN4O4 (494.98); mass spectrum: (M+H)+=495/497 (chlorine isotope). RXN SMILES: [CH3:1][C:2]1[CH:3]=[C:4]([CH:8]=[CH:9][C:10]=1[C:11]([N:13]1[CH2:17][CH2:16][CH2:15][CH2:14]1)=[O:12])[C:5]([OH:7])=O.CN(C(ON1N=NC2C=CC=CC1=2)=[N+](C)C)C.[B-](F)(F)(F)F.C(N(C(C)C)CC)(C)C.[CH2:49]([O:52][C:53]([CH2:55][C@H:56]([NH2:67])[C:57]1[NH:61][C:60]2[CH:62]=[CH:63][C:64]([Cl:66])=[CH:65][C:59]=2[N:58]=1)=[O:54])[CH:50]=[CH2:51].ClCl>O1CCCC1.ClCCl.C(O)C>[CH2:49]([O:52][C:53]([CH2:55][C@H:56]([NH:67][C:5](=[O:7])[C:4]1[CH:8]=[CH:9][C:10]([C:11]([N:13]2[CH2:17][CH2:16][CH2:15][CH2:14]2)=[O:12])=[C:2]([CH3:1])[CH:3]=1)[C:57]1[NH:61][C:60]2[CH:62]=[CH:63][C:64]([Cl:66])=[CH:65][C:59]=2[N:58]=1)=[O:54])[CH:50]=[CH2:51] |f:1.2,7.8|. The product is C(C=C)OC(=O)C[C@@H](C1=NC2=C(N1)C=CC(=C2)Cl)NC(C2=CC(=C(C=C2)C(=O)N2CCCC2)C)=O (N-[(1S)-2-allyloxycarbonyl-1-(5-chloro-1H-benzimidazol-2-yl)ethyl]-3-methyl-4-(pyrrolidin-1-ylcarbonyl)benzamide). Starting materials: CC(=O)O, CO, CS(=O)c1c(C=NO)nn(-c2c(Cl)cc(C(F)(F)F)cc2Cl)c1N, O, OO. The product is CS(=O)(=O)c1c(C=NO)nn(-c2c(Cl)cc(C(F)(F)F)cc2Cl)c1N. RXN SMILES: [C:28]([OH:29])(=[O:30])[CH3:31].[CH3:32][OH:33].[NH2:1][c:2]1[c:3]([S:22](=[O:23])[CH3:24])[c:4]([CH:19]=[N:20][OH:21])[n:5][n:6]1-[c:7]1[c:8]([Cl:18])[cH:9][c:10]([C:14]([F:15])([F:16])[F:17])[cH:11][c:12]1[Cl:13].[OH2:27].[OH:25][OH:26]>>[NH2:1][c:2]1[c:3]([S:22](=[O:23])([CH3:24])=[O:25])[c:4]([CH:19]=[N:20][OH:21])[n:5][n:6]1-[c:7]1[c:8]([Cl:18])[cH:9][c:10]([C:14]([F:15])([F:16])[F:17])[cH:11][c:12]1[Cl:13].